Dataset: the Open Reaction Database (ORD), a public repository of structured organic reaction records. Task: describe an organic reaction: reactants, conditions, products, and yield Reactants: COC1=CC=C(C=C1)S(=O)(=O)Cl (4-methoxybenzenesulphonyl chloride), NCCC1=CC=C(OCC(=O)OCC)C=C1 (ethyl 4-(2-aminoethyl)-phenoxyacetate). Solvent: N1=CC=CC=C1 (pyridine), N1=CC=CC=C1 (pyridine). Reaction conditions: time 45 minute. Product: COC1=CC=C(C=C1)S(=O)(=O)NCCC1=CC=C(OCC(=O)O)C=C1 (4-[2-(4-Methoxybenzenesulphonylamino)-ethyl]-phenoxyacetic acid). As a reaction SMILES: [CH3:1][O:2][C:3]1[CH:8]=[CH:7][C:6]([S:9](Cl)(=[O:11])=[O:10])=[CH:5][CH:4]=1.[NH2:13][CH2:14][CH2:15][C:16]1[CH:28]=[CH:27][C:19]([O:20][CH2:21][C:22]([O:24]CC)=[O:23])=[CH:18][CH:17]=1>N1C=CC=CC=1>[CH3:1][O:2][C:3]1[CH:8]=[CH:7][C:6]([S:9]([NH:13][CH2:14][CH2:15][C:16]2[CH:17]=[CH:18][C:19]([O:20][CH2:21][C:22]([OH:24])=[O:23])=[CH:27][CH:28]=2)(=[O:11])=[O:10])=[CH:5][CH:4]=1. Procedure details: A mixture of 10.35 g. (50 mMol) 4-methoxybenzenesulphonyl chloride and 50 ml. pyridine is added dropwise at 0°-10° C. in the course of 5 minutes to a solution of 11.2 g. (50 mMol) ethyl 4-(2-aminoethyl)-phenoxyacetate in 125 ml. anhydrous pyridine. The reaction mixture is allowed to warm up to ambient temperature and then kept at 60° C. for 45 minutes. Subsequently, the reaction mixture is evaporated to half its volume in a vacuum, then poured into ice-water and acidified with hydrochloric acid....